This data is from the Open Reaction Database (ORD), a public repository of structured organic reaction records. The task is: describe an organic reaction: reactants, conditions, products, and yield Starting materials: C(C)(C)N1N=C(C=CC1=O)C=1N=C(C(=NC1C1=CC=CC=C1)C#N)C#N (5-(1-isopropyl-6-oxo-1,6-dihydro-3-pyridazinyl)-6-phenyl-2,3-pyrazinedicarbonitrile), solution, N (ammonia), CO (MeOH). Run at temperature 30 celsius, time 30 hour. Product: C(C)(C)N1N=C(C=CC1=O)C1=C(N=C(C(=N1)C#N)OC)C1=CC=CC=C1 (6-(1-isopropyl-6-oxo-1,6-dihydro-3-pyridazinyl)-3-methoxy-5-phenyl-2-pyrazinecarbonitrile). As a reaction SMILES: [CH:1]([N:4]1[C:9](=[O:10])[CH:8]=[CH:7][C:6]([C:11]2[N:12]=[C:13]([C:25]#[N:26])[C:14](C#N)=[N:15][C:16]=2[C:17]2[CH:22]=[CH:21][CH:20]=[CH:19][CH:18]=2)=[N:5]1)([CH3:3])[CH3:2].N.[CH3:28][OH:29]>>[CH:1]([N:4]1[C:9](=[O:10])[CH:8]=[CH:7][C:6]([C:11]2[N:12]=[C:13]([C:25]#[N:26])[C:14]([O:29][CH3:28])=[N:15][C:16]=2[C:17]2[CH:18]=[CH:19][CH:20]=[CH:21][CH:22]=2)=[N:5]1)([CH3:2])[CH3:3]. Procedure details: A suspension of 5-(1-isopropyl-6-oxo-1,6-dihydro-3-pyridazinyl)-6-phenyl-2,3-pyrazinedicarbonitrile (100 mg) in a 2M solution of ammonia in MeOH (3 ml) was stirred at 25-35° C. for 30 hours in a sealed tube. The mixture was concentrated under reduced pressure and subjected to column chromatography on silica gel eluting with a mixture of n-hexane and EtOAc (60:40 v/v) to give 6-(1-isopropyl-6-oxo-1,6-dihydro-3-pyridazinyl)-3-methoxy-5-phenyl-2-pyrazinecarbonitrile as a solid (32 mg).